From a dataset of the Open Reaction Database (ORD), a public repository of structured organic reaction records. describe an organic reaction: reactants, conditions, products, and yield The reactants are CN(C(CCNC1=CC2=C(N=CN2COCC[Si](C)(C)C)C=C1)CC)C (N3,N3-Dimethyl-N1-[3-(2-trimethylsilanyl-ethoxymethyl)-3H-benzoimidazol-5-yl]-pentane-1,3-diamine), C1=NC=C(C2=CC=CC=C12)C=1C=C(C=O)C=CC1OC (3-isoquinolin-4-yl-4-methoxy-benzaldehyde), solution, C[Si](N[Si](C)(C)C)(C)C.[Li] (lithium hexamethyldisilazane). Solvent: C1CCOC1 (THF), C1CCOC1 (THF), C1CCOC1 (THF). Run at time 5 minute. Yields the product CN(C1CCN(CC1)C=1C=CC2=C(NC(=N2)C(=O)C2=CC(=C(C=C2)OC)C2=CN=CC3=CC=CC=C23)C1)C ([6-(4-dimethylamino-piperidin-1-yl)-1H-benzoimidazol-2-yl]-(3-isoquinolin-4-yl-4-methoxy-phenyl)-methanone). Isolated yield 17.1%. RXN SMILES: C[Si](C)(C)N[Si](C)(C)C.[Li].[CH3:11][N:12]([CH3:36])[CH:13]([CH2:34][CH3:35])[CH2:14][CH2:15][NH:16][C:17]1[CH:33]=[CH:32][C:20]2[N:21]=[CH:22][N:23](COCC[Si](C)(C)C)[C:19]=2[CH:18]=1.[CH:37]1[C:46]2[C:41](=[CH:42][CH:43]=[CH:44][CH:45]=2)[C:40]([C:47]2[CH:48]=[C:49]([CH:52]=[CH:53][C:54]=2[O:55][CH3:56])[CH:50]=[O:51])=[CH:39][N:38]=1>C1COCC1>[CH3:36][N:12]([CH3:11])[CH:13]1[CH2:14][CH2:15][N:16]([C:17]2[CH:33]=[CH:32][C:20]3[N:21]=[C:22]([C:50]([C:49]4[CH:52]=[CH:53][C:54]([O:55][CH3:56])=[C:47]([C:40]5[C:41]6[C:46](=[CH:45][CH:44]=[CH:43][CH:42]=6)[CH:37]=[N:38][CH:39]=5)[CH:48]=4)=[O:51])[NH:23][C:19]=3[CH:18]=2)[CH2:35][CH2:34]1 |f:0.1,^1:9|. Procedure details: To a cooled (−78° C.) 1M solution of lithium hexamethyldisilazane (0.88 mL, 0.88 mmol) in THF was added N3,N3-Dimethyl-N1-[3-(2-trimethylsilanyl-ethoxymethyl)-3H-benzoimidazol-5-yl]-pentane-1,3-diamine (82 mg, 0.22 mmol) in 1 mL THF. Solution turned bright orange. After 5 min, the reaction mixture was treated with 3-isoquinolin-4-yl-4-methoxy-benzaldehyde (58 mg, 0.22 mmol) in 1 mL THF. After 20 minutes, the reaction mixture was removed from cold bath, diluted with ethyl acetate and washed with ... Isolated yield 50.0%. Starting materials: OC1=C(C=C(C2=CC=CC=C12)O)C(=O)O (1,4-dihydroxy-2-naphthoic acid), BrCCO (2-bromoethanol). Run at temperature 90 celsius. As a reaction SMILES: [OH:1][C:2]1[C:11]2[C:6](=[CH:7][CH:8]=[CH:9][CH:10]=2)[C:5]([OH:12])=[CH:4][C:3]=1[C:13]([OH:15])=[O:14].[Br:16][CH2:17][CH2:18]O>>[OH:1][C:2]1[C:11]2[C:6](=[CH:7][CH:8]=[CH:9][CH:10]=2)[C:5]([O:12][CH2:18][CH2:17][Br:16])=[CH:4][C:3]=1[C:13]([OH:15])=[O:14]. Procedure details: 60 g (0.3 mol) of 1,4-dihydroxy-2-naphthoic acid was added to 150 ml of 2-bromoethanol and, under heating at 90° C. with stirring, hydrogen chloride gas was bubbled into the mixture during a reaction period of 2 hours. The mixture was cooled to from 10° to 20° C. and the crystals precipitated were collected by filtration to obtain 47.4 g (50% yield) of 1-hydroxy-4-(β-bromoethoxy)-2-naphthoic acid. The product is OC1=C(C=C(C2=CC=CC=C12)OCCBr)C(=O)O (1-hydroxy-4-(β-bromoethoxy)-2-naphthoic acid). Starting materials: C(C)OC(C1=CC(=C(C=C1)N)N)=O (3,4-diamino-benzoic acid ethyl ester), ClC1=C(C(=CC=C1)Cl)N=C=S (1,3-dichloro-2-isothiocyanato-benzene), C1CCC(CC1)N=C=NC2CCCCC2 (DCC). Run in O (water), CN(C)C=O (DMF). Reaction conditions: temperature 80 celsius, time 2 hour. The product is ClC1=C(C(=CC=C1)Cl)NC1=NC2=C(N1)C=CC(=C2)C(=O)O (2-(2,6-Dichloro-phenylamino)-1H-benzimidazole-5-carboxylic acid). As a reaction SMILES: C([O:3][C:4](=[O:13])[C:5]1[CH:10]=[CH:9][C:8]([NH2:11])=[C:7]([NH2:12])[CH:6]=1)C.[Cl:14][C:15]1[CH:20]=[CH:19][CH:18]=[C:17]([Cl:21])[C:16]=1[N:22]=[C:23]=S.C1CCC(N=C=NC2CCCCC2)CC1>CN(C=O)C.O>[Cl:14][C:15]1[CH:20]=[CH:19][CH:18]=[C:17]([Cl:21])[C:16]=1[NH:22][C:23]1[NH:11][C:8]2[CH:9]=[CH:10][C:5]([C:4]([OH:3])=[O:13])=[CH:6][C:7]=2[N:12]=1. Procedure details: A mixture of 3,4-diamino-benzoic acid ethyl ester (5.00 g, 27.8 mmol) and 1,3-dichloro-2-isothiocyanato-benzene (5.66 g, 27.8 mmol) in 40 mL DMF was stirred for 2 h under argon. DCC (5.72 g, 27.8 mmol) was added and mixture heated to 80° C. for 45 min. After stirring the mixture was diluted with water and concentrated i.vac. The residue was diluted with ethanol and 1 M NaOH (aq). The mixture was heated to 100° C. and stirred overnight. Then ethanol was evaporated and the aq. phase was cooled, ac...